Task: describe an organic reaction: reactants, conditions, products, and yield. Dataset: the Open Reaction Database (ORD), a public repository of structured organic reaction records Reactants: C(C1=CC=CC=C1)(=O)OCC(COC(C1=CC=CC=C1)=O)OCBr ((1,3-dibenzoyloxy-2-propoxy)methyl bromide), NC=1C2=C(N=CN1)P=CN2 (7-Amino-1H-1,3-azaphospholo[4,5-d]pyrimidine), NC=1C2=C(N=CN1)P=CN2 (7-Amino-1H-1,3-azaphospholo[4,5-d]pyrimidine), [H-].[Na+] (NaH). Run in CN(C)C=O (DMF). Conditions: time 40 minute. Product: NC=1C2=C(N=CN1)P=CN2COC(COC(C2=CC=CC=C2)=O)COC(C2=CC=CC=C2)=O (7-Amino-1-[(1,3-dibenzoyloxy-2-propoxy) methyl]-1,3-azaphospholo [4,5-d]pyrimidine). Isolated yield 44.5%. RXN SMILES: [NH2:1][C:2]1[C:3]2[NH:10][CH:9]=[P:8][C:4]=2[N:5]=[CH:6][N:7]=1.[H-].[Na+].[C:13]([O:21][CH2:22][CH:23]([O:34][CH2:35]Br)[CH2:24][O:25][C:26](=[O:33])[C:27]1[CH:32]=[CH:31][CH:30]=[CH:29][CH:28]=1)(=[O:20])[C:14]1[CH:19]=[CH:18][CH:17]=[CH:16][CH:15]=1>CN(C=O)C>[NH2:1][C:2]1[C:3]2[N:10]([CH2:35][O:34][CH:23]([CH2:22][O:21][C:13](=[O:20])[C:14]3[CH:19]=[CH:18][CH:17]=[CH:16][CH:15]=3)[CH2:24][O:25][C:26](=[O:33])[C:27]3[CH:32]=[CH:31][CH:30]=[CH:29][CH:28]=3)[CH:9]=[P:8][C:4]=2[N:5]=[CH:6][N:7]=1 |f:1.2|. Procedure: To a suspension of 7-amino-1H-1,3-azaphospholo[4,5-d]pyrimidine (compound 10, 0.5 g, 3.29 mmol) in DMF (20 mL) was added NaH (0.16 g, 4 mmol) under an argon atmosphere. After stirring the mixture at room temperature for 40 min, (1,3-dibenzoyloxy-2-propoxy)methyl bromide (109) (1.38 g, 3.5 mmol) was added and the reaction was continued for 18 h. The solvent was evaporated in vacuo. The residue was dissolved in dichloromethane (150 mL) and the organic solution was washed with water (30 mL). Aqueou... Starting materials: C(C)(C)(C)OC(=O)N1CC2(CC2)CC1C=1NC(=CN1)C1=CC=C(C=C1)Br (6-[5-(4-Bromo-phenyl)-1H-imidazol-2-yl]-5-aza-spiro[2.4]heptane-5-carboxylic acid tert-butyl ester), C(C)(C)(C)OC(=O)N1C2CCC(C1C1=NC3=C(N1)C=C(C=C3)C3=CC=C(C=C3)B3OC(C(O3)(C)C)(C)C)C2 (3-{6-[4-(4,4,5,5-Tetramethyl-[1,3,2]dioxaborolan-2-yl)-phenyl]-1H-benzoimidazol-2-yl}-2-aza-bicyclo[2.2.1]heptane-2-carboxylic acid tert-butyl ester), C([O-])([O-])=O.[K+].[K+] (potassium carbonate). Reagents/catalysts: C=1C=CC(=CC1)[P](C=2C=CC=CC2)(C=3C=CC=CC3)[Pd]([P](C=4C=CC=CC4)(C=5C=CC=CC5)C=6C=CC=CC6)([P](C=7C=CC=CC7)(C=8C=CC=CC8)C=9C=CC=CC9)[P](C=1C=CC=CC1)(C=1C=CC=CC1)C=1C=CC=CC1 (tetrakis(triphenylphosphine)palladium). Solvent: COCCOC (DME), C(C)(=O)OCC (ethyl acetate). Run at temperature 90 celsius. Yields the product C(C)(C)(C)OC(=O)N1C2CCC(C1)C2 (2-aza-bicyclo[2.2.1]heptane-2-carboxylic acid tert-butyl ester). The yield is 110.6%. Reaction SMILES: [C:1]([O:5][C:6]([N:8]1[CH:14]([C:15]2NC(C3C=CC(Br)=CC=3)=CN=2)[CH2:13][C:10]2([CH2:12]C2)[CH2:9]1)=[O:7])([CH3:4])([CH3:3])[CH3:2].C(OC(N1C(C2NC3C=C(C4C=CC(B5OC(C)(C)C(C)(C)O5)=CC=4)C=CC=3N=2)C2CC1CC2)=O)(C)(C)C.C(=O)([O-])[O-].[K+].[K+]>COCCOC.C(OCC)(=O)C.C1C=CC([P]([Pd]([P](C2C=CC=CC=2)(C2C=CC=CC=2)C2C=CC=CC=2)([P](C2C=CC=CC=2)(C2C=CC=CC=2)C2C=CC=CC=2)[P](C2C=CC=CC=2)(C2C=CC=CC=2)C2C=CC=CC=2)(C2C=CC=CC=2)C2C=CC=CC=2)=CC=1>[C:1]([O:5][C:6]([N:8]1[CH2:9][CH:10]2[CH2:13][CH:14]1[CH2:15][CH2:12]2)=[O:7])([CH3:2])([CH3:3])[CH3:4] |f:2.3.4,^1:86,88,107,126|. Reported procedure: A mixture of 6-[5-(4-Bromo-phenyl)-1H-imidazol-2-yl]-5-aza-spiro[2.4]heptane-5-carboxylic acid tert-butyl ester (101 mg, 0.243 mmol, 1 eq.), 3-{6-[4-(4,4,5,5-Tetramethyl-[1,3,2]dioxaborolan-2-yl)-phenyl]-1H-benzoimidazol-2-yl}-2-aza-bicyclo[2.2.1]heptane-2-carboxylic acid tert-butyl ester (150 mg, 0.291 mmol, 1.2 eq.), tetrakis(triphenylphosphine)palladium (5%, 17 mg) and 2M potassium carbonate aqueous solution (5 eq., 0.73 mL) in 1.5 mL DME was heated to 90° C. under Are overnight. The reaction... Reactants: CN(C(=O)Cl)C (dimethylcarbamoylchloride), resultant solution, N\C(=C/C(=O)OCC)\C(F)(F)F (Ethyl 3-amino-4,4,4-trifluorocrotonate), [H-].[Na+] (sodium hydride). Run in O (water), CN(C=O)C (N,N-dimethyl-formamide). Run at temperature 5 celsius, time 15 minute. The product is hexanes ethyl acetate, CN(C(=O)N\C(=C/C(=O)OCC)\C(F)(F)F)C (Ethyl 3-[(N,N-dimethylcarbamoyl)amino]-4,4,4-trifluorocrotonate). Yield: 71.2%. RXN SMILES: [NH2:1]/[C:2](/[C:9]([F:12])([F:11])[F:10])=[CH:3]\[C:4]([O:6][CH2:7][CH3:8])=[O:5].[H-].[Na+].[CH3:15][N:16]([CH3:20])[C:17](Cl)=[O:18]>CN(C)C=O.O>[CH3:15][N:16]([CH3:20])[C:17]([NH:1]/[C:2](/[C:9]([F:10])([F:11])[F:12])=[CH:3]\[C:4]([O:6][CH2:7][CH3:8])=[O:5])=[O:18] |f:1.2|. Procedure details: Ethyl 3-amino-4,4,4-trifluorocrotonate (18.4 g, 100 mmol) is added to a stirred solution of sodium hydride (60% in mineral oil, 9.6 g, 250 mmol) in N,N-dimethyl-formamide (60 mL) at 5° C. under nitrogen over a 60 minute period. The reaction mixture is allowed to warm to and held at room temperature for 15 minutes, cooled to 5° C., and treated with dimethylcarbamoylchloride (21.6 g, 200 mmol) over a 60 minute period. The resultant solution is then warmed to and held at room temperature for 2 hour... Reactants: NC=1C=C2N3C(C(N(N=C3COC2=CC1OCC1=CC=CC=C1)COCC[Si](C)(C)C)=O)C (6-amino-7-benzyloxy-4-methyl-2-(2-trimethylsilanyl-ethoxymethyl)-2,10-dihydro-9-oxa-1,2,4a-triaza-phenanthren-3-one), O=C1CN(C1)C(=O)OC(C)(C)C (tert-butyl 3-oxoazetidine-1-carboxylate), C(#N)[BH3-].[Na+] (sodium cyanoborohydride). Run in CO (MeOH), CC(=O)O (AcOH). Yields the product C(C)(C)(C)OC(=O)N1CC(C1)NC=1C=C2N3C(C(NN=C3COC2=CC1OCC1=CC=CC=C1)=O)C (3-(7-benzyloxy-4-methyl-3-oxo-2,3,4,10-tetrahydro-9-oxa-1,2,4a-triaza-phenanthren-6-ylamino)-azetidine-1-carboxylic acid tert-butyl ester). Isolated yield 29.9%. Reaction SMILES: [NH2:1][C:2]1[CH:3]=[C:4]2[C:13](=[CH:14][C:15]=1[O:16][CH2:17][C:18]1[CH:23]=[CH:22][CH:21]=[CH:20][CH:19]=1)[O:12][CH2:11][C:10]1[N:5]2[CH:6]([CH3:33])[C:7](=[O:32])[N:8](COCC[Si](C)(C)C)[N:9]=1.O=[C:35]1[CH2:38][N:37]([C:39]([O:41][C:42]([CH3:45])([CH3:44])[CH3:43])=[O:40])[CH2:36]1.C([BH3-])#N.[Na+]>CO.CC(O)=O>[C:42]([O:41][C:39]([N:37]1[CH2:38][CH:35]([NH:1][C:2]2[CH:3]=[C:4]3[C:13](=[CH:14][C:15]=2[O:16][CH2:17][C:18]2[CH:23]=[CH:22][CH:21]=[CH:20][CH:19]=2)[O:12][CH2:11][C:10]2[N:5]3[CH:6]([CH3:33])[C:7](=[O:32])[NH:8][N:9]=2)[CH2:36]1)=[O:40])([CH3:45])([CH3:43])[CH3:44] |f:2.3|. Procedure: A solution of 6-amino-7-benzyloxy-4-methyl-2-(2-trimethylsilanyl-ethoxymethyl)-2,10-dihydro-9-oxa-1,2,4a-triaza-phenanthren-3-one (0.065 g, 0.19 mmol) and tert-butyl 3-oxoazetidine-1-carboxylate (0.061 g, 0.36 mmol) in MeOH (10 mL) and AcOH (1 mL) was heated at 70° C. for 14 h. The reaction mixture was cooled to ambient temperature and sodium cyanoborohydride (0.022 g, 0.36 mmol) was added. The reaction mixture was heated at 70° C. for 1 hr then cooled to ambient temperature. The solvent was rem... Starting materials: C1OC(C)([C@H]2CC[C@H]3[C@@H]4CC[C@H]5C[C@@H]([C@@H](C[C@]5(C)[C@H]4C(C[C@]23C)=O)C)O)OC1 (20,20-ethylenedioxy-3α-hydroxy-2α-methyl-5α-pregnane-11-one), C1(=CC=C(C=C1)S(=O)(=O)O)C (toluene-p-sulphonic acid). The solvent is CC(=O)C (acetone). The product is O[C@H]1C[C@@H]2CC[C@H]3[C@@H]4CC[C@H](C(C)=O)[C@]4(CC([C@@H]3[C@]2(C[C@H]1C)C)=O)C (3α-Hydroxy-2α-methyl-5α-pregnane-11,20-dione). Yield: 51.9%. RXN SMILES: C1CO[C:3]([C@@H:5]2[C@:22]3([CH3:23])[C@H:8]([C@H:9]4[C@H:19]([C:20](=[O:24])[CH2:21]3)[C@:17]3([CH3:18])[C@H:12]([CH2:13][C@H:14]([OH:26])[C@H:15]([CH3:25])[CH2:16]3)[CH2:11][CH2:10]4)[CH2:7][CH2:6]2)([CH3:4])[O:2]1.C1(C)C=CC(S(O)(=O)=O)=CC=1>CC(C)=O>[OH:26][C@@H:14]1[C@H:15]([CH3:25])[CH2:16][C@@:17]2([CH3:18])[C@@H:12]([CH2:11][CH2:10][C@@H:9]3[C@@H:19]2[C:20](=[O:24])[CH2:21][C@@:22]2([CH3:23])[C@H:8]3[CH2:7][CH2:6][C@@H:5]2[C:3](=[O:2])[CH3:4])[CH2:13]1. Procedure details: A solution of 20,20-ethylenedioxy-3α-hydroxy-2α-methyl-5α-pregnane-11-one (0.38 g.) and toluene-p-sulphonic acid (30 mg.) in acetone (20 ml.) was kept at room temperature for 11/2 hr. The reaction mixture was then evaporated to low bulk and an aqueous solution of sodium hydrogen carbonate was added. The precipitated solid (0.32 g.) was collected and purified by preparative t.l.c. and crystallised from methyl acetate/petrol (b.p. 60°-80°) to give the title compound (0.175 g.), m.p. 179°-180°, [α]...